From a dataset of the Open Reaction Database (ORD), a public repository of structured organic reaction records. describe an organic reaction: reactants, conditions, products, and yield Starting materials: Brc1cnc2cccnn12, C#C[Si](C)(C)C, CCN(C(C)C)C(C)C, [Cu]I, N#N, CN(C)C=O, c1ccc(P(c2ccccc2)(c2ccccc2)[Pd](P(c2ccccc2)(c2ccccc2)c2ccccc2)(P(c2ccccc2)(c2ccccc2)c2ccccc2)P(c2ccccc2)(c2ccccc2)c2ccccc2)cc1. Product: C[Si](C)(C)C#Cc1cnc2cccnn12. RXN SMILES: [Br:1][c:2]1[cH:3][n:4][c:5]2[n:6]1[n:7][cH:8][cH:9][cH:10]2.[C:11](#[CH:12])[Si:13]([CH3:14])([CH3:15])[CH3:16].[CH:17]([N:18]([CH:19]([CH3:20])[CH3:21])[CH2:22][CH3:23])([CH3:24])[CH3:25].[Cu:110][I:111].[N:26]#[N:27].[O:28]=[CH:29][N:30]([CH3:31])[CH3:32].[cH:33]1[cH:34][cH:35][c:36]([P:37]([Pd:38]([P:39]([c:40]2[cH:41][cH:42][cH:43][cH:44][cH:45]2)([c:46]2[cH:47][cH:48][cH:49][cH:50][cH:51]2)[c:52]2[cH:53][cH:54][cH:55][cH:56][cH:57]2)([P:58]([c:59]2[cH:60][cH:61][cH:62][cH:63][cH:64]2)([c:65]2[cH:66][cH:67][cH:68][cH:69][cH:70]2)[c:71]2[cH:72][cH:73][cH:74][cH:75][cH:76]2)[P:77]([c:78]2[cH:79][cH:80][cH:81][cH:82][cH:83]2)([c:84]2[cH:85][cH:86][cH:87][cH:88][cH:89]2)[c:90]2[cH:91][cH:92][cH:93][cH:94][cH:95]2)([c:96]2[cH:97][cH:98][cH:99][cH:100][cH:101]2)[c:102]2[cH:103][cH:104][cH:105][cH:106][cH:107]2)[cH:108][cH:109]1>>[c:2]1([C:12]#[C:11][Si:13]([CH3:14])([CH3:15])[CH3:16])[cH:3][n:4][c:5]2[n:6]1[n:7][cH:8][cH:9][cH:10]2. The reactants are ClC1=NC(=CC=C1C=1C(NC(N(C1)CCCN1C[C@]2(C[C@H]2C1)C1=CC=C(C=C1)C(F)(F)F)=O)=O)C (5-(2-chloro-6-methyl-3-pyridinyl)-1-(3-{(1S,5R)-1-[4-(trifluoromethyl)phenyl]-3-azabicyclo[3.1.0]hex-3-yl}propyl)-2,4(1H,3H)-pyrimidinedione), Cl (HCl), O1CCOCC1 (dioxane). Product: Cl.Cl.ClC1=NC(=CC=C1C=1C(NC(N(C1)CCCN1C[C@]2(C[C@H]2C1)C1=CC=C(C=C1)C(F)(F)F)=O)=O)C (5-(2-chloro-6-methyl-3-pyridinyl)-1-(3-{(1S,5R)-1-[4-(trifluoromethyl)phenyl]-3-azabicyclo[3.1.0]hex-3-yl}propyl)-2,4(1H,3H)-pyrimidinedione dihydrochloride). Reaction SMILES: [Cl:1][C:2]1[C:7]([C:8]2[C:9](=[O:34])[NH:10][C:11](=[O:33])[N:12]([CH2:14][CH2:15][CH2:16][N:17]3[CH2:22][C@H:21]4[C@:19]([C:23]5[CH:28]=[CH:27][C:26]([C:29]([F:32])([F:31])[F:30])=[CH:25][CH:24]=5)([CH2:20]4)[CH2:18]3)[CH:13]=2)=[CH:6][CH:5]=[C:4]([CH3:35])[N:3]=1.[ClH:36].O1CCOCC1>>[ClH:1].[ClH:36].[Cl:1][C:2]1[C:7]([C:8]2[C:9](=[O:34])[NH:10][C:11](=[O:33])[N:12]([CH2:14][CH2:15][CH2:16][N:17]3[CH2:22][C@H:21]4[C@:19]([C:23]5[CH:28]=[CH:27][C:26]([C:29]([F:32])([F:31])[F:30])=[CH:25][CH:24]=5)([CH2:20]4)[CH2:18]3)[CH:13]=2)=[CH:6][CH:5]=[C:4]([CH3:35])[N:3]=1 |f:3.4.5|. Procedure details: 5-(2-chloro-6-methyl-3-pyridinyl)-1-(3-{(1S,5R)-1-[4-(trifluoromethyl)phenyl]-3-azabicyclo[3.1.0]hex-3-yl}propyl)-2,4(1H,3H)-pyrimidinedione was treated with 4N HCl in dioxane solution (2 eq) to give 22 mg of the title compound.